Dataset: the Open Reaction Database (ORD), a public repository of structured organic reaction records. Task: describe an organic reaction: reactants, conditions, products, and yield The reactants are C(C)(=O)C1=C(C(=C(CCl)C=C1)CCC)O (4-acetyl-3-hydroxy-2propylbenzyl chloride), NC1=CC=C(C(=O)OCC)C=C1 (ethyl 4-aminobenzoate), NC1=CC=C(C(=O)OCC)C=C1 (ethyl 4aminobenzoate). Solvent: C(C)#N (acetonitrile). The product is C(C)(=O)C1=C(C(=C(CNC2=CC=C(C(=O)OCC)C=C2)C=C1)CCC)O (Ethyl 4-(4-acetyl-3-hydroxy-2-propylbenzylamino)benzoate). Reaction SMILES: [C:1]([C:4]1[CH:11]=[CH:10][C:7]([CH2:8]Cl)=[C:6]([CH2:12][CH2:13][CH3:14])[C:5]=1[OH:15])(=[O:3])[CH3:2].[NH2:16][C:17]1[CH:27]=[CH:26][C:20]([C:21]([O:23][CH2:24][CH3:25])=[O:22])=[CH:19][CH:18]=1>C(#N)C>[C:1]([C:4]1[CH:11]=[CH:10][C:7]([CH2:8][NH:16][C:17]2[CH:18]=[CH:19][C:20]([C:21]([O:23][CH2:24][CH3:25])=[O:22])=[CH:26][CH:27]=2)=[C:6]([CH2:12][CH2:13][CH3:14])[C:5]=1[OH:15])(=[O:3])[CH3:2]. Procedure details: A solution of 6.8 g. of 4-acetyl-3-hydroxy-2propylbenzyl chloride and 14.9 g. of ethyl 4-aminobenzoate in 200 ml. of acetonitrile was heated to reflux for 48 hours. An additional 9.9 g. of ethyl 4aminobenzoate were added and the reaction was refluxed an additional 120 hours. The reaction mixture was cooled and concentrated in vacuo. The residue was dissolved in methylene chloride. The organic solution was washed first with a saturated sodium carbonate solution and then with water. The organic so...